From a dataset of the Open Reaction Database (ORD), a public repository of structured organic reaction records. describe an organic reaction: reactants, conditions, products, and yield Reactants: CNCC(O)c1ccc(O)cc1, CCN(C(C)C)C(C)C, Cn1cc(C(=O)NCc2ccc(Cl)cc2)c(=O)c2cc(CCl)ccc21, ClCCl, CN(C)C=O. Product: CN(Cc1ccc2c(c1)c(=O)c(C(=O)NCc1ccc(Cl)cc1)cn2C)CC(O)c1ccc(O)cc1. RXN SMILES: [CH3:35][NH:36][CH2:37][CH:38]([OH:39])[c:40]1[cH:41][cH:42][c:43]([OH:44])[cH:45][cH:46]1.[CH:26]([N:27]([CH:28]([CH3:29])[CH3:30])[CH2:31][CH3:32])([CH3:33])[CH3:34].[Cl:1][c:2]1[cH:3][cH:4][c:5]([CH2:6][NH:7][C:8](=[O:9])[c:10]2[cH:11][n:12]([CH3:23])[c:13]3[cH:14][cH:15][c:16]([CH2:21][Cl:22])[cH:17][c:18]3[c:19]2=[O:20])[cH:24][cH:25]1.[Cl:52][CH2:53][Cl:54].[O:47]=[CH:48][N:49]([CH3:50])[CH3:51]>>[Cl:1][c:2]1[cH:3][cH:4][c:5]([CH2:6][NH:7][C:8](=[O:9])[c:10]2[cH:11][n:12]([CH3:23])[c:13]3[cH:14][cH:15][c:16]([CH2:21][N:36]([CH3:35])[CH2:37][CH:38]([OH:39])[c:40]4[cH:41][cH:42][c:43]([OH:44])[cH:45][cH:46]4)[cH:17][c:18]3[c:19]2=[O:20])[cH:24][cH:25]1. The reactants are COC=1C=C2C(=CC=NC2=CC1OC)OC1=C(C(=C(N)C=C1)C)C (4-[(6,7-dimethoxy-4-quinolyl)oxy]-2,3-dimethylaniline), C(O)([O-])=O.[Na+] (sodium hydrogencarbonate), ClC(Cl)(OC(OC(Cl)(Cl)Cl)=O)Cl (Triphosgene), CC1=C(CN2CC(CC2)N)C=CC=C1 (1-(2-Methylbenzyl)-3-pyrrolidinamine). The solvent is C(C)N(CC)CC (triethylamine), C(Cl)(Cl)Cl (Chloroform). Run at time 30 minute. Product: COC=1C=C2C(=CC=NC2=CC1OC)OC1=C(C(=C(C=C1)NC(=O)NC1CN(CC1)CC1=C(C=CC=C1)C)C)C (N-{4-[(6,7-Dimethoxy-4-quinolyl)oxy]-2,3-dimethylphenyl}-N′-[1-(2-methylbenzyl)tetrahydro-1H-3-pyrrolyl]urea). Yield: 40.8%. RXN SMILES: [CH3:1][O:2][C:3]1[CH:4]=[C:5]2[C:10](=[CH:11][C:12]=1[O:13][CH3:14])[N:9]=[CH:8][CH:7]=[C:6]2[O:15][C:16]1[CH:22]=[CH:21][C:19]([NH2:20])=[C:18]([CH3:23])[C:17]=1[CH3:24].ClC(Cl)(O[C:29](=[O:35])OC(Cl)(Cl)Cl)Cl.[CH3:37][C:38]1[CH:50]=[CH:49][CH:48]=[CH:47][C:39]=1[CH2:40][N:41]1[CH2:45][CH2:44][CH:43]([NH2:46])[CH2:42]1.C(=O)([O-])O.[Na+]>C(N(CC)CC)C.C(Cl)(Cl)Cl>[CH3:1][O:2][C:3]1[CH:4]=[C:5]2[C:10](=[CH:11][C:12]=1[O:13][CH3:14])[N:9]=[CH:8][CH:7]=[C:6]2[O:15][C:16]1[CH:22]=[CH:21][C:19]([NH:20][C:29]([NH:46][CH:43]2[CH2:44][CH2:45][N:41]([CH2:40][C:39]3[CH:47]=[CH:48][CH:49]=[CH:50][C:38]=3[CH3:37])[CH2:42]2)=[O:35])=[C:18]([CH3:23])[C:17]=1[CH3:24] |f:3.4|. Procedure: Chloroform (10 ml) and triethylamine (2 ml) were added to 4-[(6,7-dimethoxy-4-quinolyl)oxy]-2,3-dimethylaniline (100 mg) to prepare a solution. Triphosgene (101 mg) was added to the solution, and the mixture was stirred at room temperature for 30 min. 1-(2-Methylbenzyl)-3-pyrrolidinamine (88 mg) was then added thereto, and the mixture was stirred at room temperature overnight. A saturated aqueous sodium hydrogencarbonate solution was added to the reaction solution, and the mixture was extracted ... Reactants: C(C)N=C=NCCCN(C)C (1-ethyl-3-(3′-dimethylaminopropyl)carbodiimide), ON1N=NC2=C1C=CC=C2 (1-hydroxybenzotriazole), CN1CCOCC1 (N-methyl morpholine), N[C@H](C(C(=O)NC1CC1)O)CCC ((3S)-3-amino-N-cyclopropyl-2-hydroxyhexanamide), C(C)(C)(C)OC(=O)N[C@H](C(=O)N1[C@@H]([C@@H]2[C@H](C1)CCC2)C(=O)O)C(C)(C)C ((1S,3aR,6aS)-2-((S)-2-(tert-butoxycarbonylamino)-3,3-dimethylbutanoyl)octahydrocyclopenta[c]pyrrole-1-carboxylic acid), Cl.N[C@H](C(C(=O)NC1CC1)O)CCC ((3S)-3-amino-N-cyclopropyl-2-hydroxyhexanamide hydrochloride). Run in O (water), ClCCl (dichloromethane), ClCCl (dichloromethane), CN(C=O)C (N,N-dimethylformamide). The product is C1(CC1)NC(C([C@H](CCC)NC(=O)[C@H]1N(C[C@H]2[C@@H]1CCC2)C([C@H](C(C)(C)C)NC(OC(C)(C)C)=O)=O)O)=O (tert-butyl (2S)-1-((1S,3aR,6aS)-1-((3S)-1-(cyclopropylamino)-2-hydroxy-1-oxohexan-3-ylcarbamoyl)hexahydrocyclopenta-[c]pyrrol-2(1H)-yl)-3,3-dimethyl-1-oxobutan-2-ylcarbamate). Reaction SMILES: [C:1]([O:5][C:6]([NH:8][C@@H:9]([C:23]([CH3:26])([CH3:25])[CH3:24])[C:10]([N:12]1[CH2:16][C@@H:15]2[CH2:17][CH2:18][CH2:19][C@@H:14]2[C@H:13]1[C:20](O)=[O:21])=[O:11])=[O:7])([CH3:4])([CH3:3])[CH3:2].C(N=C=NCCCN(C)C)C.ON1C2C=CC=CC=2N=N1.CN1CCOCC1.[NH2:55][C@@H:56]([CH2:65][CH2:66][CH3:67])[CH:57]([OH:64])[C:58]([NH:60][CH:61]1[CH2:63][CH2:62]1)=[O:59].Cl.N[C@@H](CCC)C(O)C(NC1CC1)=O>ClCCl.CN(C)C=O.O>[CH:61]1([NH:60][C:58](=[O:59])[CH:57]([OH:64])[C@@H:56]([NH:55][C:20]([C@@H:13]2[C@H:14]3[CH2:19][CH2:18][CH2:17][C@H:15]3[CH2:16][N:12]2[C:10](=[O:11])[C@@H:9]([NH:8][C:6](=[O:7])[O:5][C:1]([CH3:4])([CH3:2])[CH3:3])[C:23]([CH3:24])([CH3:26])[CH3:25])=[O:21])[CH2:65][CH2:66][CH3:67])[CH2:63][CH2:62]1 |f:5.6|. Procedure details: The crude (1S,3aR,6aS)-2-((S)-2-(tert-butoxycarbonylamino)-3,3-dimethylbutanoyl)octahydrocyclopenta[c]pyrrole-1-carboxylic acid from Example 10 was dissolved in dichloromethane (4 mL) and treated with 1-ethyl-3-(3′-dimethylaminopropyl)carbodiimide (EDCI) (71 mg, 2 eq), 1-hydroxybenzotriazole (HOBT) (57 mg, 2 eq) and N-methyl morpholine (0.2 mL, 5 eq) at room temperature. To this mixture was added after 30 minutes (3S)-3-amino-N-cyclopropyl-2-hydroxyhexanamide, the compound of formula (12) (1 eq)... The reactants are CC=CCBr, CCCNC(=O)OCc1ccccc1, [H-], [Na+], CN(C)C=O. The product is CC=CCN(CCC)C(=O)OCc1ccccc1. As a reaction SMILES: [CH2:17]([CH:18]=[CH:19][CH3:20])[Br:21].[CH2:1]([CH2:2][CH3:3])[NH:4][C:5]([O:6][CH2:7][c:8]1[cH:9][cH:10][cH:11][cH:12][cH:13]1)=[O:14].[H-:15].[Na+:16].[O:22]=[CH:23][N:24]([CH3:25])[CH3:26]>>[CH2:1]([CH2:2][CH3:3])[N:4]([C:5]([O:6][CH2:7][c:8]1[cH:9][cH:10][cH:11][cH:12][cH:13]1)=[O:14])[CH2:17][CH:18]=[CH:19][CH3:20]. Starting materials: CNCCN(CC1=CC=CC=C1)C (methyl 2-[methyl(phenylmethyl)amino]ethylamine), ClC=1C(C2=CC=CC=C2C(C1Cl)=O)=O (2,3-dichloro-1,4-naphthoquinone). Run in C(C)O (ethanol). Conditions: temperature -10 celsius, time 16 hour. The product is Cl.ClC=1C(C2=CC=CC=C2C(C1N(CCN(CC1=CC=CC=C1)C)C)=O)=O (2-Chloro-3-[methyl[2-[methyl(phenylmethyl)amino]-ethyl]amino]-1,4-naphthalenedione, hydrochloride). RXN SMILES: [CH3:1][NH:2][CH2:3][CH2:4][N:5]([CH3:13])[CH2:6][C:7]1[CH:12]=[CH:11][CH:10]=[CH:9][CH:8]=1.[Cl:14][C:15]1[C:16](=[O:27])[C:17]2[C:22]([C:23](=[O:26])[C:24]=1[Cl:25])=[CH:21][CH:20]=[CH:19][CH:18]=2>C(O)C>[ClH:14].[Cl:25][C:24]1[C:23](=[O:26])[C:22]2[C:17]([C:16](=[O:27])[C:15]=1[N:2]([CH3:1])[CH2:3][CH2:4][N:5]([CH3:13])[CH2:6][C:7]1[CH:12]=[CH:11][CH:10]=[CH:9][CH:8]=1)=[CH:18][CH:19]=[CH:20][CH:21]=2 |f:3.4|. Reported procedure: A 4.5 g portion of methyl 2-[methyl(phenylmethyl)amino]ethylamine was added to a stirred slurry of 5.6 g of 2,3-dichloro-1,4-naphthoquinone in 150 ml of absolute ethanol. Stirring was continued for 16 hours, then the mixture was heated at reflux for one hour and filtered while hot. The mixture was then cooled at -10° C. and filtered. This filtrate was diluted with 100 ml of ether and cooled at -10°C. The resulting precipitate was collected, washed with ether and dried in vacuo at 100°C., giving ... Reaction conditions: time 24 hour. The reactants are BrCC1=CC=C(C=C1)C1=C(C=CC=C1)I (4-(bromomethyl)-2'-iodobiphenyl), C(CCC)C=1NC(=C(N1)Cl)C=O (2-butyl-4-chloro-1H-imidazole-5-carboxaldehyde), O (Water), C([O-])([O-])=O.[K+].[K+] (potassium carbonate). As a reaction SMILES: Br[CH2:2][C:3]1[CH:8]=[CH:7][C:6]([C:9]2[CH:14]=[CH:13][CH:12]=[CH:11][C:10]=2[I:15])=[CH:5][CH:4]=1.[CH2:16]([C:20]1[NH:21][C:22]([CH:26]=[O:27])=[C:23]([Cl:25])[N:24]=1)[CH2:17][CH2:18][CH3:19].C(=O)([O-])[O-].[K+].[K+].O>CN(C)C=O>[CH2:16]([C:20]1[N:21]([CH2:2][C:3]2[CH:8]=[CH:7][C:6]([C:9]3[CH:14]=[CH:13][CH:12]=[CH:11][C:10]=3[I:15])=[CH:5][CH:4]=2)[C:22]([CH:26]=[O:27])=[C:23]([Cl:25])[N:24]=1)[CH2:17][CH2:18][CH3:19] |f:2.3.4|. The product is C(CCC)C=1N(C(=C(N1)Cl)C=O)CC1=CC=C(C=C1)C1=C(C=CC=C1)I (2-butyl-4-chloro-1-(2'-iodobiphenyl-4-ylmethyl)-1H-imidazol-5-carboxaldehyde). Solvent: CN(C=O)C (dimethylformamide), CN(C=O)C (dimethylformamide). Reported procedure: A solution of 4-(bromomethyl)-2'-iodobiphenyl (9.23 g; preparable as described in Example 2(b)) in dry dimethylformamide (50 ml) was added to a stirring mixture of 2-butyl-4-chloro-1H-imidazole-5-carboxaldehyde (preparable as described in Drugs of the Future (1991), Vol. 16, p 305), anhydrous potassium carbonate (6.9 g) and dry dimethylformamide (100 ml), at ambient temperature. Stirring was continued at ambient temperature for 24 hours. Water (200 ml) was added and the resulting mixture was ext... Reactants: ClC=1C(=CC(=NC1)C(=O)O)OCC1CC1 (5-chloro-4-cyclopropylmethoxy-pyridine-2-carboxylic acid), NC(CO)(CC(C)C)C (2-amino-2,4-dimethyl-1-pentanol). Product: OCC(CC(C)C)(C)NC(=O)C1=NC=C(C(=C1)OCC1CC1)Cl (5-Chloro-4-cyclopropylmethoxy-pyridine-2-carboxylic acid (1-hydroxymethyl-1,3-dimethyl-butyl)-amide). Reaction SMILES: [Cl:1][C:2]1[C:3]([O:11][CH2:12][CH:13]2[CH2:15][CH2:14]2)=[CH:4][C:5]([C:8]([OH:10])=O)=[N:6][CH:7]=1.[NH2:16][C:17]([CH3:24])([CH2:20][CH:21]([CH3:23])[CH3:22])[CH2:18][OH:19]>>[OH:19][CH2:18][C:17]([NH:16][C:8]([C:5]1[CH:4]=[C:3]([O:11][CH2:12][CH:13]2[CH2:15][CH2:14]2)[C:2]([Cl:1])=[CH:7][N:6]=1)=[O:10])([CH3:24])[CH2:20][CH:21]([CH3:23])[CH3:22]. Reported procedure: The title compound was synthesized in analogy to Example 1, using 5-chloro-4-cyclopropylmethoxy-pyridine-2-carboxylic acid and 2-amino-2,4-dimethyl-1-pentanol (CAN 13893-55-5) as starting materials and isolated (193 mg, quant.) as colorless oil; LC-MS (UV peak area, m/z) 100%, 341.1623 (MH+).